Dataset: the Open Reaction Database (ORD), a public repository of structured organic reaction records. Task: describe an organic reaction: reactants, conditions, products, and yield Yield: 88.0%. The reactants are C1(=CC=CC=C1)OC(NC=1C(=NC(=C(C1)CC)C)OC1=CC=CC=C1)=O (Phenyl-N-(5-ethyl-6-methyl-2-phenoxypyridin-3-yl)carbamate), COC1=C(C=CC=C1)N1CCNCC1 (1-(2-methoxyphenyl)piperazine). Yields the product C(C)C=1C=C(C(=NC1C)OC1=CC=CC=C1)NC(=O)N1CCN(CC1)C1=C(C=CC=C1)OC (1-[(5-ethyl-6-methyl-2-phenoxypyridin-3-yl)aminocarbonyl]-4-(2-methoxyphenyl)piperazine). Procedure details: Phenyl-N-(5-ethyl-6-methyl-2-phenoxypyridin-3-yl)carbamate and 1-(2-methoxyphenyl)piperazine were reacted by the same way with the example 1 to obtain the titled compound. Reaction SMILES: C1(O[C:8](=[O:26])[NH:9][C:10]2[C:11]([O:19][C:20]3[CH:25]=[CH:24][CH:23]=[CH:22][CH:21]=3)=[N:12][C:13]([CH3:18])=[C:14]([CH2:16][CH3:17])[CH:15]=2)C=CC=CC=1.[CH3:27][O:28][C:29]1[CH:34]=[CH:33][CH:32]=[CH:31][C:30]=1[N:35]1[CH2:40][CH2:39][NH:38][CH2:37][CH2:36]1>>[CH2:16]([C:14]1[CH:15]=[C:10]([NH:9][C:8]([N:38]2[CH2:37][CH2:36][N:35]([C:30]3[CH:31]=[CH:32][CH:33]=[CH:34][C:29]=3[O:28][CH3:27])[CH2:40][CH2:39]2)=[O:26])[C:11]([O:19][C:20]2[CH:21]=[CH:22][CH:23]=[CH:24][CH:25]=2)=[N:12][C:13]=1[CH3:18])[CH3:17]. The reactants are BrCc1ccc(-c2ccno2)cc1, CCOC(=O)CN=C(c1ccccc1)c1ccccc1, CCCC[N+](CCCC)(CCCC)CCCC, ClCCl, [Na+], [OH-], O=S(=O)([O-])O. The product is CCOC(=O)C(Cc1ccc(-c2ccno2)cc1)N=C(c1ccccc1)c1ccccc1. Reaction SMILES: [Br:1][CH2:2][c:3]1[cH:4][cH:5][c:6](-[c:9]2[cH:10][cH:11][n:12][o:13]2)[cH:7][cH:8]1.[CH2:14]([CH3:15])[O:16][C:17]([CH2:18][N:19]=[C:20]([c:21]1[cH:22][cH:23][cH:24][cH:25][cH:26]1)[c:27]1[cH:28][cH:29][cH:30][cH:31][cH:32]1)=[O:33].[CH2:42]([N+:43]([CH2:44][CH2:45][CH2:46][CH3:47])([CH2:48][CH2:49][CH2:50][CH3:51])[CH2:52][CH2:53][CH2:54][CH3:55])[CH2:56][CH2:57][CH3:58].[Cl:34][CH2:35][Cl:36].[Na+:60].[OH-:59].[S:37]([O-:38])([OH:39])(=[O:40])=[O:41]>>[CH2:2]([c:3]1[cH:4][cH:5][c:6](-[c:9]2[cH:10][cH:11][n:12][o:13]2)[cH:7][cH:8]1)[CH:18]([C:17]([O:16][CH2:14][CH3:15])=[O:33])[N:19]=[C:20]([c:21]1[cH:22][cH:23][cH:24][cH:25][cH:26]1)[c:27]1[cH:28][cH:29][cH:30][cH:31][cH:32]1. Reactants: C(=O)(N1C=NC=C1)N1C=NC=C1 (1,1'-Carbonyldiimidazole), C(=O)(O)C1C=NC2=C3N=CC=CC3=CC=C2C1=O (3-carboxy-4-oxo-3,4-dihydro-1,10-phenanthroline). The solvent is CN(C)C=O (DMF). Run at temperature 100 celsius, time 2.5 hour. Yields the product N1(C=NC=C1)C(=O)C1C=NC2=C3N=CC=CC3=CC=C2C1=O (3-(imidazol-1-ylcarbonyl)-4-oxo-3,4-dihydro-1,10-phenanthroline). Yield: 92.0%. As a reaction SMILES: [C:1]([N:8]1[CH:12]=[CH:11][N:10]=[CH:9]1)(N1C=CN=C1)=[O:2].C([CH:16]1[C:29](=[O:30])[C:28]2[C:19](=[C:20]3[C:25](=[CH:26][CH:27]=2)[CH:24]=[CH:23][CH:22]=[N:21]3)[N:18]=[CH:17]1)(O)=O>CN(C=O)C>[N:8]1([C:1]([CH:16]2[C:29](=[O:30])[C:28]3[C:19](=[C:20]4[C:25](=[CH:26][CH:27]=3)[CH:24]=[CH:23][CH:22]=[N:21]4)[N:18]=[CH:17]2)=[O:2])[CH:12]=[CH:11][N:10]=[CH:9]1. Reported procedure: 1,1'-Carbonyldiimidazole (30.4 g) was added to a stirred mixture of 3-carboxy-4-oxo-3,4-dihydro-1,10-phenanthroline (18 g) and DMF (400 ml). The mixture was stirred at 100° C. for 2.5 hours, and then cooled to ambient temperature. The resulting solid was filtered to give 3-(imidazol-1-ylcarbonyl)-4-oxo-3,4-dihydro-1,10-phenanthroline in 92% yield.